From a dataset of the Open Reaction Database (ORD), a public repository of structured organic reaction records. describe an organic reaction: reactants, conditions, products, and yield Starting materials: C(C1=CC=CC=C1)N1C2CN(CC2CC1)C(=O)OCC (ethyl 2-benzyl-2,7-diazabicyclo[3.3.0]octane-7-carboxylate). Reagents/catalysts: [Pd] (palladium). The solvent is C(C)O (ethanol). Yields the product C12NCCC2CN(C1)C(=O)OCC (Ethyl 2,7-diazabicyclo[3.3.0]octane-7-carboxylate). RXN SMILES: C([N:8]1[CH2:15][CH2:14][CH:13]2[CH:9]1[CH2:10][N:11]([C:16]([O:18][CH2:19][CH3:20])=[O:17])[CH2:12]2)C1C=CC=CC=1>C(O)C.[Pd]>[CH:9]12[CH2:10][N:11]([C:16]([O:18][CH2:19][CH3:20])=[O:17])[CH2:12][CH:13]1[CH2:14][CH2:15][NH:8]2. Procedure: 21.2 g (77.3 mmol) of ethyl 2-benzyl-2,7-diazabicyclo[3.3.0]octane-7-carboxylate in 400 ml of ethanol are hydrogenated at 100° C. and 100 bar on 3 g of palladium-active carbon (10% Pd). The catalyst is filtered off, the filtrate is concentrated and the residue is distilled. The reactants are CCO, CCOC(=O)CC(C[N+](=O)[O-])c1cccc(Cl)c1. Yields the product CCOC(=O)CC(CN)c1cccc(Cl)c1. Reaction SMILES: [CH3:19][CH2:20][OH:21].[Cl:1][c:2]1[cH:3][c:4]([CH:8]([CH2:9][C:10](=[O:11])[O:12][CH2:13][CH3:14])[CH2:15][N+:16]([O-:17])=[O:18])[cH:5][cH:6][cH:7]1>>[Cl:1][c:2]1[cH:3][c:4]([CH:8]([CH2:9][C:10](=[O:11])[O:12][CH2:13][CH3:14])[CH2:15][NH2:16])[cH:5][cH:6][cH:7]1. Run at temperature 100 celsius. Run in C(CCC)O (n-butanol). The product is ClC1=CC(=NC=N1)NC1=NC(=CC=C1)N (N-(6-chloro-pyrimidin-4-yl)-pyridine-2,6-diamine). Reactants: NC1=NC(=CC=C1)N (2,6-diaminopyridine), ClC1=NC=NC(=C1)Cl (4,6-dichloropyrimidine), CC=1C=C(OC2=CC(=NC=N2)NC2=NC(=CC=C2)N)C=CC1 (2-[6-(3-methylphenoxy)-pyrimidin-4-yl]amino-6-aminopyridine). Isolated yield 36.0%. Reaction SMILES: CC1C=C(C=CC=1)O[C:6]1[N:11]=[CH:10][N:9]=[C:8]([NH:12][C:13]2[CH:18]=[CH:17][CH:16]=[C:15]([NH2:19])[N:14]=2)[CH:7]=1.NC1C=CC=C(N)N=1.[Cl:31]C1C=C(Cl)N=CN=1>C(O)CCC>[Cl:31][C:6]1[N:11]=[CH:10][N:9]=[C:8]([NH:12][C:13]2[CH:18]=[CH:17][CH:16]=[C:15]([NH2:19])[N:14]=2)[CH:7]=1. Reported procedure: Synthesis of 2-[6-(3-methylphenoxy)-pyrimidin-4-yl]amino-6-aminopyridine (IR-12) A mixture of 2,6-diaminopyridine (1.530 g, 14.020 mmol) and 4,6-dichloropyrimidine (2.610 g, 17.519 mmol) in 15 mL of n-butanol in a sealed vial was heated at 100° C. for 72 h. The dark brown sample was cooled and was concentrated at reduced pressure to remove most of the n-butanol. The residue was then partitioned between EtOAc and saturated. NaHCO3 solution. An emulsion formed, the sample was filtered through a pa... Reactants: Cl.ClC=1C=C(C=C(C1)Cl)NN (3,5-dichlorophenylhydrazine hydrochloride), ClC1=CC=C2C(CNC2=C1)(C)C (6-chloro-3,3-dimethyl-2,3-dihydro-1H-indole). Product: ClC1=C2C(CNC2=CC(=C1)Cl)(C)C (4,6-Dichloro-3,3-dimethyl-2,3-dihydro-1H-indole). As a reaction SMILES: Cl.[Cl:2][C:3]1[CH:4]=[C:5]([NH:10]N)[CH:6]=[C:7]([Cl:9])[CH:8]=1.ClC1C=[C:20]2[C:16]([C:17](C)(C)CN2)=[CH:15]C=1>>[Cl:2][C:3]1[CH:8]=[C:7]([Cl:9])[CH:6]=[C:5]2[C:4]=1[C:16]([CH3:20])([CH3:17])[CH2:15][NH:10]2 |f:0.1|. Procedure: Prepared from 3,5-dichlorophenylhydrazine hydrochloride in an analogous manner to that described for 6-chloro-3,3-dimethyl-2,3-dihydro-1H-indole (Preparation 25). MS: [M+H]+=216. Starting materials: CCOC(=O)c1ccccc1Nc1nc(Nc2cccc(CCN3CCOCC3)c2)ncc1C, CO, Cl, OC1CCNC1, C1COCCO1. The product is Cc1cnc(Nc2cccc(CCN3CCOCC3)c2)nc1Nc1ccccc1C(=O)N1CCC(O)C1. Reaction SMILES: [CH3:1][c:2]1[c:3]([NH:23][c:24]2[c:25]([C:26](=[O:27])[O:28][CH2:29][CH3:30])[cH:31][cH:32][cH:33][cH:34]2)[n:4][c:5]([NH:8][c:9]2[cH:10][c:11]([CH2:15][CH2:16][N:17]3[CH2:18][CH2:19][O:20][CH2:21][CH2:22]3)[cH:12][cH:13][cH:14]2)[n:6][cH:7]1.[CH3:48][OH:49].[ClH:47].[NH:35]1[CH2:36][CH:37]([OH:40])[CH2:38][CH2:39]1.[O:41]1[CH2:42][CH2:43][O:44][CH2:45][CH2:46]1>>[CH3:1][c:2]1[c:3]([NH:23][c:24]2[c:25]([C:26](=[O:27])[N:35]3[CH2:36][CH:37]([OH:40])[CH2:38][CH2:39]3)[cH:31][cH:32][cH:33][cH:34]2)[n:4][c:5]([NH:8][c:9]2[cH:10][c:11]([CH2:15][CH2:16][N:17]3[CH2:18][CH2:19][O:20][CH2:21][CH2:22]3)[cH:12][cH:13][cH:14]2)[n:6][cH:7]1. Conditions: temperature 25 celsius, time 19 hour. Reactants: FC(=CCNC=1C=C(C2=CC=CC=C2C1)OCC1=CC=CC=C1)F (3-[N-(3,3-Difluoro-2-propen-1-yl)]amino-1-benzyloxynapthalene), N1=CC=CC=C1 (pyridine), CC(=O)OC(=O)C (Ac2O). Isolated yield 95.9%. Procedure: A solution of 210 (149 mg, 0.46 mmol) in dioxane (5 mL) under Ar was treated with DMAP (50 mg, 0.40 mmol), pyridine (0.37 mL, 4.6 mmol) and Ac2O (0.2 mL, 2.3 mmol) and stirred at 25° C. for 19 h. The reaction solution was quenched by the addition of 10% aqueous HCl (10 mL) and EtoAc (10 mL). The aqueous layer was removed and extracted with EtOAc (3×5 mL). The organic solutions were combined, washed with saturated aqueous NaCl (15 mL), dried (MgSO4), and concentrated under reduced pressure. Chrom... Reaction SMILES: [F:1][C:2]([F:24])=[CH:3][CH2:4][NH:5][C:6]1[CH:7]=[C:8]([O:16][CH2:17][C:18]2[CH:23]=[CH:22][CH:21]=[CH:20][CH:19]=2)[C:9]2[C:14]([CH:15]=1)=[CH:13][CH:12]=[CH:11][CH:10]=2.N1C=CC=CC=1.[CH3:31][C:32](OC(C)=O)=[O:33]>O1CCOCC1.CN(C1C=CN=CC=1)C>[F:1][C:2]([F:24])=[CH:3][CH2:4][N:5]([C:6]1[CH:7]=[C:8]([O:16][CH2:17][C:18]2[CH:23]=[CH:22][CH:21]=[CH:20][CH:19]=2)[C:9]2[C:14]([CH:15]=1)=[CH:13][CH:12]=[CH:11][CH:10]=2)[C:32](=[O:33])[CH3:31]. The reagents and catalysts are CN(C)C=1C=CN=CC1 (DMAP). Solvent: O1CCOCC1 (dioxane). Yields the product FC(=CCN(C(C)=O)C=1C=C(C2=CC=CC=C2C1)OCC1=CC=CC=C1)F (3-[N-(3,3-Difluoro-2-propen-1-yl)acetamido]-1-benzyloxynaphthalene). Reactants: CC(C)(C)[Si](C)(C)OCCc1ccc(Br)cc1, CCOC(C)=O, CS(C)=O, [Cu]I, [K+], [K+], [K+], O=C(O)C1CCCN1, O=P([O-])([O-])[O-], NCCC(c1ccccc1)c1ccccc1. Product: CC(C)(C)[Si](C)(C)OCCc1ccc(NCCC(c2ccccc2)c2ccccc2)cc1. RXN SMILES: [Br:9][c:10]1[cH:11][cH:12][c:13]([CH2:14][CH2:15][O:16][Si:17]([CH3:18])([CH3:19])[C:20]([CH3:21])([CH3:22])[CH3:23])[cH:24][cH:25]1.[CH3:50][CH2:51][O:52][C:53]([CH3:54])=[O:55].[CH3:58][S:59]([CH3:60])=[O:61].[Cu:56][I:57].[K+:47].[K+:48].[K+:49].[NH:1]1[CH2:2][CH2:3][CH2:4][CH:5]1[C:6]([OH:7])=[O:8].[P:42]([O-:43])([O-:44])([O-:45])=[O:46].[c:26]1([CH:32]([CH2:33][CH2:34][NH2:35])[c:36]2[cH:37][cH:38][cH:39][cH:40][cH:41]2)[cH:27][cH:28][cH:29][cH:30][cH:31]1>>[c:10]1([NH:35][CH2:34][CH2:33][CH:32]([c:26]2[cH:27][cH:28][cH:29][cH:30][cH:31]2)[c:36]2[cH:37][cH:38][cH:39][cH:40][cH:41]2)[cH:11][cH:12][c:13]([CH2:14][CH2:15][O:16][Si:17]([CH3:18])([CH3:19])[C:20]([CH3:21])([CH3:22])[CH3:23])[cH:24][cH:25]1. Reactants: ClCC(=O)N1CCN(CC1)C(=O)OC(C)(C)C (tert-butyl 4-(2-chloroacetyl)piperazine-1-carboxylate), [I-].[Na+] (sodium iodide). Run in CC(=O)C (acetone). Product: iodo, ICC(=O)N1CCN(CC1)C(=O)OC(C)(C)C (tert-butyl 4-(2-iodoacetyl)piperazine-1-carboxylate). Reaction SMILES: Cl[CH2:2][C:3]([N:5]1[CH2:10][CH2:9][N:8]([C:11]([O:13][C:14]([CH3:17])([CH3:16])[CH3:15])=[O:12])[CH2:7][CH2:6]1)=[O:4].[I-:18].[Na+]>CC(C)=O>[I:18][CH2:2][C:3]([N:5]1[CH2:10][CH2:9][N:8]([C:11]([O:13][C:14]([CH3:17])([CH3:16])[CH3:15])=[O:12])[CH2:7][CH2:6]1)=[O:4] |f:1.2|. Procedure details: treating tert-butyl 4-(2-chloroacetyl)piperazine-1-carboxylate with sodium iodide in acetone to give the corresponding iodo compound, tert-butyl 4-(2-iodoacetyl)piperazine-1-carboxylate;